From a dataset of the Open Reaction Database (ORD), a public repository of structured organic reaction records. describe an organic reaction: reactants, conditions, products, and yield Starting materials: C1=CC=C(C=C1)N, C1=CC(=NC(=C1Br)Cl)Cl. Reagents/catalysts: CC(C)(C)[O-].[Na+], C1=CC=C(C=C1)P(C2=CC=CC=C2)C3=C(C4=CC=CC=C4C=C3)C5=C(C=CC6=CC=CC=C65)P(C7=CC=CC=C7)C8=CC=CC=C8, C1=CC=C(C=C1)/C=C/C(=O)/C=C/C2=CC=CC=C2.C1=CC=C(C=C1)/C=C/C(=O)/C=C/C2=CC=CC=C2.C1=CC=C(C=C1)/C=C/C(=O)/C=C/C2=CC=CC=C2.[Pd].[Pd]. The solvent is C1COCCO1. Run at temperature 100 celsius. Yields the product C1=CC=C(C=C1)NC2=C(N=C(C=C2)Cl)Cl. Yield: 0.0%. Procedure: BINAP (4.67 mg, 7.50 µmol) and Pd2dba3 (2.289 mg, 2.50 µmol) were dissolved in dioxane (1ml) and flushed with nitrogen. 3-bromo-2,6-dichloropyridine (0.023 g, 0.1 mmol), aniline (0.018 mL, 0.20 mmol) and sodium tert-butoxide (0.014 g, 0.15 mmol) were weight in another flask and flushed with nitrogen. The ligand- Pd mixture was subjoined and the reaction mixture was stirred at 100°C over night. Detection of the reaction was done by LC/MS. LC/MS showed the completion of the reation. the 3-bromo-2,... Reactants: C(C)N1CCC(=C(CC1)O[Si](C)(C)C)O[Si](C)(C)C (1-ethyl-2,3,6,7-tetrahydro-4,5-bis(trimethylsilyloxy)-azepine), Cl.Cl.C(N)(=N)C(C(=O)OCC)N (ethyl 2-amidino-2-aminoacetate dihydrochloride). Yields the product Cl.Cl.NC=1C(=NC2=C(CCN(CC2)CC)N1)C(=O)OCC (Ethyl 2-amino-7-ethyl-6,7,8,9-tetrahydro-5H-pyrazino[2,3-d]azepine-3-carboxylate dihydrochloride). As a reaction SMILES: [CH2:1]([N:3]1[CH2:9][CH2:8][C:7](O[Si](C)(C)C)=[C:6](O[Si](C)(C)C)[CH2:5][CH2:4]1)[CH3:2].[ClH:20].Cl.[C:22]([CH:25]([NH2:31])[C:26]([O:28][CH2:29][CH3:30])=[O:27])(=[NH:24])[NH2:23]>>[ClH:20].[ClH:20].[NH2:24][C:22]1[C:25]([C:26]([O:28][CH2:29][CH3:30])=[O:27])=[N:31][C:7]2[CH2:8][CH2:9][N:3]([CH2:1][CH3:2])[CH2:4][CH2:5][C:6]=2[N:23]=1 |f:1.2.3,4.5.6|. Reported procedure: This compound was prepared analogous to Example 22 from 1-ethyl-2,3,6,7-tetrahydro-4,5-bis(trimethylsilyloxy)-azepine and ethyl 2-amidino-2-aminoacetate dihydrochloride. The reactants are NCC1C=2C=CC=C(C2CCC1)OC1=NC=C(C(=O)N)C=C1 (6-(5-aminomethyl-5,6,7,8-tetrahydro-naphthalen-1-yloxy)-nicotinamide), NCC1C=2C=CC=C(C2CCC1)OC1=NC=C(C(=O)N)C=C1 (6-(5-aminomethyl-5,6,7,8-tetrahydro-naphthalen-1-yloxy)-nicotinamide), CC(=O)C (acetone). The product is C(C)(C)NCC1C=2C=CC=C(C2CCC1)OC1=NC=C(C(=O)N)C=C1 (6-[5-(Isopropylamino-methyl)-5,6,7,8-tetrahydro-naphthalen-1-yloxy]-nicotinamide). Isolated yield 41.0%. Reaction SMILES: [NH2:1][CH2:2][CH:3]1[CH2:12][CH2:11][CH2:10][C:9]2[C:8]([O:13][C:14]3[CH:22]=[CH:21][C:17]([C:18]([NH2:20])=[O:19])=[CH:16][N:15]=3)=[CH:7][CH:6]=[CH:5][C:4]1=2.[CH3:23][C:24]([CH3:26])=O>>[CH:24]([NH:1][CH2:2][CH:3]1[CH2:12][CH2:11][CH2:10][C:9]2[C:8]([O:13][C:14]3[CH:22]=[CH:21][C:17]([C:18]([NH2:20])=[O:19])=[CH:16][N:15]=3)=[CH:7][CH:6]=[CH:5][C:4]1=2)([CH3:26])[CH3:23]. Reported procedure: Using a method similar to Example 204, using 6-(5-aminomethyl-5,6,7,8-tetrahydro-naphthalen-1-yloxy)-nicotinamide (intermediate 20, 297 mg, 1.00 mmol), acetone (116 mg, 2.00 mmol), and NaBAH3CN (125 mg, 2.00 mmol) gives the title compound (139 mg) as a white foam. Mass spectrum (ion spray): m/z=340 (M+1); 1HNMR (CDCl3): 8.57 (s, 1H), 8.13 (d, 1H), 7.21-7.13 (m, 2H), 6.90-6.87 (m, 2H), 6.27 (br. s, 2H), 2.97 (m, 1H), 2.91-2.75 (m, 3H), 2.62-2.41 (m, 2H), 1.83-1.63 (m, 4H), 1.07 (d, 6H). Reactants: IC1=CC=C(C=C1)OC (1-iodo-4-methoxybenzene), C(#C)C1=C(C=CC=C1)NC(C)=O (N-(2-ethynylphenyl)acetamide). Product: COC1=CC=C(C=C1)C=1N(C2=CC=CC=C2C1)C(C)=O (1-(2-(4-methoxyphenyl)-1H-indol-1-yl)ethanone). Isolated yield 60.0%. As a reaction SMILES: I[C:2]1[CH:7]=[CH:6][C:5]([O:8][CH3:9])=[CH:4][CH:3]=1.[C:10]([C:12]1[CH:17]=[CH:16][CH:15]=[CH:14][C:13]=1[NH:18][C:19](=[O:21])[CH3:20])#[CH:11]>>[CH3:9][O:8][C:5]1[CH:6]=[CH:7][C:2]([C:11]2[N:18]([C:19](=[O:21])[CH3:20])[C:13]3[C:12]([CH:10]=2)=[CH:17][CH:16]=[CH:15][CH:14]=3)=[CH:3][CH:4]=1. Procedure details: The general procedure was used to convert 1-iodo-4-methoxybenzene and N-(2-ethynylphenyl)acetamide to the title product. Purification by flash chromatography gave the analytically pure product as a slightly yellow solid, 60% yield. 1H NMR (300 MHz, DMSO) δ 8.23-8.21 (d, J=8.1, 1H), 7.56-7.54 (d, J=7.5, 1H), 7.43-7.40 (d, J=8.8, 2H), 7.31-7.21 (m, 2H), 7.02-7.00 (d, J=8.8, 2H) 6.64 (s, 1H), 3.78 (s, 3H), 2.03 (s, 3H). 13C NMR (75 MHz, DMSO) δ 171.96, 160.37, 140.53, 137.75, 131.13, 129.71, 126.58...